This data is from the Open Reaction Database (ORD), a public repository of structured organic reaction records. The task is: describe an organic reaction: reactants, conditions, products, and yield Reactants: C(C)(C)(C)OC(=O)N1CCC(CC1)NNC(=O)OC(C)(C)C (4-(tert-butoxycarbonyl-hydrazino)-piperidine-1-carboxylic acid tert-butyl ester), C(C)(C)(C)OC(=O)N1CCC(CC1)NNC(=O)OC(C)(C)C (4-(tert-butoxycarbonyl-hydrazino)-piperidine-1-carboxylic acid tert-butyl ester), C(C)(C)N(CC)C(C)C (diisopropylethylamine), ClC1=NC=NC(=C1C=O)Cl (4,6-dichloro-pyrimidine-5-carbaldehyde), ClC1=NC=NC(=C1C=O)Cl (4,6-dichloro-pyrimidine-5-carbaldehyde), C1(=CC=CC=C1)C (Toluene). The solvent is ClCCl (dichloromethane), O1CCCC1 (tetrahydrofuran). Conditions: time 4 hour. Product: C(C)(C)(C)OC(=O)N1CCC(CC1)N1N=CC=2C1=NC=NC2Cl (4-(4-chloro-pyrazolo[3,4-d]pyrimidin-1-yl)-piperidine-1-carboxylic acid tert-butyl ester). Yield: 69.7%. Reaction SMILES: [C:1]([O:5][C:6]([N:8]1[CH2:13][CH2:12][CH:11]([NH:14][NH:15][C:16](OC(C)(C)C)=O)[CH2:10][CH2:9]1)=[O:7])([CH3:4])([CH3:3])[CH3:2].C(N(C(C)C)CC)(C)C.[Cl:32][C:33]1[C:38](C=O)=[C:37](Cl)[N:36]=[CH:35][N:34]=1.C1(C)C=CC=CC=1>O1CCCC1.ClCCl>[C:1]([O:5][C:6]([N:8]1[CH2:9][CH2:10][CH:11]([N:14]2[C:37]3=[N:36][CH:35]=[N:34][C:33]([Cl:32])=[C:38]3[CH:16]=[N:15]2)[CH2:12][CH2:13]1)=[O:7])([CH3:2])([CH3:3])[CH3:4]. Reported procedure: A solution of 4-(tert-butoxycarbonyl-hydrazino)-piperidine-1-carboxylic acid tert-butyl ester (Intermediate 15; 1.80 g, 5.71 mmol), diisopropylethylamine (2.0 mL, 11.3 mmol), and 4,6-dichloropyrimidine-5-carbaldehyde (Intermediate 16; 1.00 g, 5.65 mmol) in tetrahydrofuran (10 mL) was stirred at 0° C. for 30 min, then it was warmed up to rt and stirred for 4 h. The solid was filtered. The filtrate was washed with brine (10 mL) and the aqueous layer was extracted with methyl tert-butyl ether (1×10... Reactants: CN1N=C(N=C1N)C1=CC=CC=C1 (1-methyl-3-phenyl-1,2,4-triazol-5-amine), CC1=CC=C(C=C1)S(=O)(=O)Cl (4-methylbenzenesulfonyl chloride). Solvent: N1=CC=CC=C1 (pyridine). Conditions: time 23 hour. Yields the product CC1=CC=C(C=C1)S(=O)(=O)NC1=NC(=NN1C)C1=CC=CC=C1 (4-Methyl-N-(1-methyl-3-phenyl-1,2,4-triazol-5-yl)benzenesulfonamide). Yield: 22.8%. Reaction SMILES: [CH3:1][N:2]1[C:6]([NH2:7])=[N:5][C:4]([C:8]2[CH:13]=[CH:12][CH:11]=[CH:10][CH:9]=2)=[N:3]1.[CH3:14][C:15]1[CH:20]=[CH:19][C:18]([S:21](Cl)(=[O:23])=[O:22])=[CH:17][CH:16]=1>N1C=CC=CC=1>[CH3:14][C:15]1[CH:20]=[CH:19][C:18]([S:21]([NH:7][C:6]2[N:2]([CH3:1])[N:3]=[C:4]([C:8]3[CH:9]=[CH:10][CH:11]=[CH:12][CH:13]=3)[N:5]=2)(=[O:23])=[O:22])=[CH:17][CH:16]=1. Procedure details: To a solution of 1-methyl-3-phenyl-1,2,4-triazol-5-amine (320 mg, 2 mmol) in 10 mL of dry pyridine was added 427 mg of 4-methylbenzenesulfonyl chloride (224 mmol). The solution was stirred at room temperature under Argon. After 23 h, the pyridine was removed in vacuo and flashed off with toluene, and the residue was partitioned between 1M NaOH and EtOAc. The alkaline phase was made acidic and the flocculent solid was collected by filtration and taken up in acetone. The aqueous phase was extracte... Starting materials: CC1([C@@H]([C@@H]1\C=C/C(OCC(F)F)=O)C(=O)O)C ((1R,cis)2,2-dimethyl-3-[(Z)3-oxo-3-(2,2-difluoroethoxy)-1-propenyl]cyclopropane-carboxylic acid), C(#N)[C@@H](C1=CC(=CC=C1)OC1=CC=CC=C1)O ((R)α-cyano-3-phenoxy-benzyl alcohol). Solvent: C(Cl)(Cl)Cl (chloroform). Yields the product CC1([C@@H]([C@@H]1\C=C/C(OCC(F)F)=O)C(=O)O[C@H](C1=CC(=CC=C1)OC1=CC=CC=C1)C#N)C ((R)α-cyano-3-phenoxy-benzyl(1R,cis)2,2-dimethyl-3-[(Z)3-oxo-3-(2,2-difluoroethoxy)-1-propenyl]-cyclopropane-carboxylate). RXN SMILES: [CH3:1][C:2]1([CH3:17])[C@@H:4](/[CH:5]=[CH:6]\[C:7](=[O:13])[O:8][CH2:9][CH:10]([F:12])[F:11])[C@H:3]1[C:14]([OH:16])=[O:15].[C:18]([C@H:20](O)[C:21]1[CH:26]=[CH:25][CH:24]=[C:23]([O:27][C:28]2[CH:33]=[CH:32][CH:31]=[CH:30][CH:29]=2)[CH:22]=1)#[N:19]>C(Cl)(Cl)Cl>[CH3:1][C:2]1([CH3:17])[C@@H:4](/[CH:5]=[CH:6]\[C:7](=[O:13])[O:8][CH2:9][CH:10]([F:11])[F:12])[C@H:3]1[C:14]([O:16][C@@H:20]([C:18]#[N:19])[C:21]1[CH:26]=[CH:25][CH:24]=[C:23]([O:27][C:28]2[CH:29]=[CH:30][CH:31]=[CH:32][CH:33]=2)[CH:22]=1)=[O:15]. Procedure details: Using the procedure of Step F of Example 9, (1R,cis)2,2-dimethyl-3-[(Z)3-oxo-3-(2,2-difluoroethoxy)-1-propenyl]cyclopropane-carboxylic acid and (R)α-cyano-3-phenoxy-benzyl alcohol were reacted to obtain (R)α-cyano-3-phenoxy-benzyl(1R,cis)2,2-dimethyl-3-[(Z)3-oxo-3-(2,2-difluoroethoxy)-1-propenyl]-cyclopropane-carboxylate with a specific rotation of [α]D20 =+117.5°±3° (c=0.6% in chloroform). Reactants: CC([C@@H](/C=C/[C@H]1CCC([C@@H]1C\C=C/CCCC(=O)O)=O)OC1OCCCC1)CC#CC ((5Z,13E)-(15S,16RS)-16-methyl-9-oxo-15-(tetrahydropyran-2-yloxy)-5,13-prostadien-18-ynoic acid). The solvent is C(C)(=O)O.O.C1CCOC1 (acetic acid water THF). Yields the product CC([C@@H](/C=C/[C@H]1CCC([C@@H]1C\C=C/CCCC(=O)O)=O)O)CC#CC ((5Z,13E)-(15S,16RS)-16-Methyl-15-hydroxy-9-oxo-5,13-prostadien-18-ynoic Acid). RXN SMILES: [CH3:1][CH:2]([CH2:28][C:29]#[C:30][CH3:31])[C@H:3]([O:21]C1CCCCO1)/[CH:4]=[CH:5]/[C@@H:6]1[C@@H:10]([CH2:11]/[CH:12]=[CH:13]\[CH2:14][CH2:15][CH2:16][C:17]([OH:19])=[O:18])[C:9](=[O:20])[CH2:8][CH2:7]1>C(O)(=O)C.O.C1COCC1>[CH3:1][CH:2]([CH2:28][C:29]#[C:30][CH3:31])[C@H:3]([OH:21])/[CH:4]=[CH:5]/[C@@H:6]1[C@@H:10]([CH2:11]/[CH:12]=[CH:13]\[CH2:14][CH2:15][CH2:16][C:17]([OH:19])=[O:18])[C:9](=[O:20])[CH2:8][CH2:7]1 |f:1.2.3|. Reported procedure: 410 mg. of (5Z,13E)-(15S,16RS)-16-methyl-9-oxo-15-(tetrahydropyran-2-yloxy)-5,13-prostadien-18-ynoic acid is agitated at 23° for 16 hours with 11 ml. of a mixture of glacial acetic acid/water/THF (65/35/10); the mixture is evaporated under vacuum, and the residue is purified by column chromatography on silica gel. With methylene chloride/5% methanol, 290 mg. of the title compound is obtained as a colorless oil. Isolated yield 80.0%. Product: C(C1=CC=CC=C1)/C(/C(=O)O)=C\C1=C(C=C(C=C1)OCC1=CC=CC=C1)OCC1=CC=CC=C1 (E-2-benzyl-3-(2,4-dibenzyloxyphenyl)acrylic acid). Starting materials: Cl (hydrochloric acid), C(C1=CC=CC=C1)/C(/C(=O)OCC)=C\C1=C(C=C(C=C1)OCC1=CC=CC=C1)OCC1=CC=CC=C1 (ethyl (E)-2-benzyl-3-(2,4-dibenzyloxyphenyl)acrylate). The solvent is CO (methanol), [OH-].[K+] (potassium hydroxide), O (water), [OH-].[K+] (potassium hydroxide). RXN SMILES: [CH2:1](/[C:8](=[CH:14]\[C:15]1[CH:20]=[CH:19][C:18]([O:21][CH2:22][C:23]2[CH:28]=[CH:27][CH:26]=[CH:25][CH:24]=2)=[CH:17][C:16]=1[O:29][CH2:30][C:31]1[CH:36]=[CH:35][CH:34]=[CH:33][CH:32]=1)/[C:9]([O:11]CC)=[O:10])[C:2]1[CH:7]=[CH:6][CH:5]=[CH:4][CH:3]=1.Cl>CO.O.[OH-].[K+]>[CH2:1](/[C:8](=[CH:14]\[C:15]1[CH:20]=[CH:19][C:18]([O:21][CH2:22][C:23]2[CH:24]=[CH:25][CH:26]=[CH:27][CH:28]=2)=[CH:17][C:16]=1[O:29][CH2:30][C:31]1[CH:36]=[CH:35][CH:34]=[CH:33][CH:32]=1)/[C:9]([OH:11])=[O:10])[C:2]1[CH:7]=[CH:6][CH:5]=[CH:4][CH:3]=1 |f:4.5|. Procedure: A mixture of ethyl (E)-2-benzyl-3-(2,4-dibenzyloxyphenyl)acrylate (1.5 g) and aqueous potassium hydroxide in methanol (50 mL, 15%) is stirred and heated at reflux for 3 hours. The reaction mixture is diluted with water (30 mL) plus 3 N potassium hydroxide solution (5 mL), acidified to pH 1 by addition of concentrated hydrochloric acid and the resulting solid filtered. Recrystallisation from a mixture of ethyl acetate and pentane gives E-2-benzyl-3-(2,4-dibenzyloxyphenyl)acrylic acid (1.13 g) as ... Reactants: ClC1=CC(=C(C=C1)C(CC(=O)C=1C=CC(N(C1)C)=O)C1=CC(=C(C=C1)O)F)C (5-[3-(4-Chloro-2-methyl-phenyl)-3-(3-fluoro-4-hydroxy-phenyl)-propionyl]-1-methyl-1H-pyridin-2-one), COC(=O)C=1C=C(C=CC1)B(O)O (3-methoxycarbonylphenylboronic acid), N1=CC=CC=C1 (pyridine). The reagents and catalysts are C(C)(=O)[O-].[Cu+2].C(C)(=O)[O-] (copper(II) acetate). Solvent: ClCCl (dichloromethane). The product is COC(C1=CC(=CC=C1)OC1=C(C=C(C=C1)C(CC(=O)C1=CN(C(C=C1)=O)C)C1=C(C=C(C=C1)Cl)C)F)=O (3-{4-[1-(4-Chloro-2-methyl-phenyl)-3-(1-methyl-6-oxo-1,6-dihydro-pyridin-3-yl)-3-oxo-propyl]-2-fluoro-phenoxy}-benzoic acid methyl ester). As a reaction SMILES: [Cl:1][C:2]1[CH:7]=[CH:6][C:5]([CH:8]([C:20]2[CH:25]=[CH:24][C:23]([OH:26])=[C:22]([F:27])[CH:21]=2)[CH2:9][C:10]([C:12]2[CH:13]=[CH:14][C:15](=[O:19])[N:16]([CH3:18])[CH:17]=2)=[O:11])=[C:4]([CH3:28])[CH:3]=1.[CH3:29][O:30][C:31]([C:33]1[CH:34]=[C:35](B(O)O)[CH:36]=[CH:37][CH:38]=1)=[O:32].N1C=CC=CC=1>ClCCl.C([O-])(=O)C.[Cu+2].C([O-])(=O)C>[CH3:29][O:30][C:31](=[O:32])[C:33]1[CH:34]=[CH:35][CH:36]=[C:37]([O:26][C:23]2[CH:24]=[CH:25][C:20]([CH:8]([C:5]3[CH:6]=[CH:7][C:2]([Cl:1])=[CH:3][C:4]=3[CH3:28])[CH2:9][C:10]([C:12]3[CH:13]=[CH:14][C:15](=[O:19])[N:16]([CH3:18])[CH:17]=3)=[O:11])=[CH:21][C:22]=2[F:27])[CH:38]=1 |f:4.5.6|. Procedure details: In analogy to example 222, step 1, 5-[3-(4-chloro-2-methyl-phenyl)-3-(3-fluoro-4-hydroxy-phenyl)-propionyl]-1-methyl-1H-pyridin-2-one (example 324, step 1) was reacted with 3-methoxycarbonylphenylboronic acid in dichloromethane in the presence of copper(II) acetate, pyridine and air to give the title compound as a colourless solid, MS (ESI+): m/z=534.1 [M+H]+. The reactants are BrCc1ccccc1, CCOC(=O)c1c[nH]c2c(OC)c(F)c(F)c([N+](=O)[O-])c2c1=O, [H-], [Na+], CN(C)C=O. Reaction SMILES: [Br:26][CH2:27][c:28]1[cH:29][cH:30][cH:31][cH:32][cH:33]1.[F:3][c:4]1[c:5]([N+:23](=[O:24])[O-:25])[c:6]2[c:7](=[O:22])[c:8]([C:17](=[O:18])[O:19][CH2:20][CH3:21])[cH:9][nH:10][c:11]2[c:12]([O:15][CH3:16])[c:13]1[F:14].[H-:2].[Na+:1].[O:34]=[CH:35][N:36]([CH3:37])[CH3:38]>>[F:3][c:4]1[c:5]([N+:23](=[O:24])[O-:25])[c:6]2[c:7](=[O:22])[c:8]([C:17](=[O:18])[O:19][CH2:20][CH3:21])[cH:9][n:10]([CH2:27][c:28]3[cH:29][cH:30][cH:31][cH:32][cH:33]3)[c:11]2[c:12]([O:15][CH3:16])[c:13]1[F:14]. Product: CCOC(=O)c1cn(Cc2ccccc2)c2c(OC)c(F)c(F)c([N+](=O)[O-])c2c1=O. The reactants are [OH-].[Na+] (sodium hydroxide), [OH-].[Na+] (sodium hydroxide), C(C)OC(=O)C=1C=C2C(=C(NC2=CC1)C1=CC(=CC(=C1)C)C)CCNC(=O)OC(C)(C)C (3-(2-tert-butoxycarbonylamino-ethyl)-2-(3,5-dimethylphenyl)-1H-indole-5-carboxylic acid ethyl ester). Conditions: temperature 75 celsius, time 5.5 hour. The product is C(C)(C)(C)OC(=O)NCCC1=C(NC2=CC=C(C=C12)C(=O)O)C1=CC(=CC(=C1)C)C (3-(2-tert-butoxycarbonylaminoethyl)-2-(3 5-dimethylphenyl)-1H-indole-5-carboxylic acid). RXN SMILES: [OH-].[Na+].C([O:5][C:6]([C:8]1[CH:9]=[C:10]2[C:14](=[CH:15][CH:16]=1)[NH:13][C:12]([C:17]1[CH:22]=[C:21]([CH3:23])[CH:20]=[C:19]([CH3:24])[CH:18]=1)=[C:11]2[CH2:25][CH2:26][NH:27][C:28]([O:30][C:31]([CH3:34])([CH3:33])[CH3:32])=[O:29])=[O:7])C>>[C:31]([O:30][C:28]([NH:27][CH2:26][CH2:25][C:11]1[C:10]2[C:14](=[CH:15][CH:16]=[C:8]([C:6]([OH:7])=[O:5])[CH:9]=2)[NH:13][C:12]=1[C:17]1[CH:22]=[C:21]([CH3:23])[CH:20]=[C:19]([CH3:24])[CH:18]=1)=[O:29])([CH3:34])([CH3:33])[CH3:32] |f:0.1|. Procedure details: To a suspension of 3-(2-tert-butoxycarbonylamino-ethyl)-2-(3,5-dimethylphenyl)-1H-indole-5-carboxylic acid ethyl ester (830 mg in 50 mL methanol) was added 8 mL of a 1.25N sodium hydroxide solution and the mixture heated to 75° C. on an oil bath. After 5.5 hours, an additional 3 mL of 1.25N sodium hydroxide were added and the reaction allowed to proceed for 2 more hours. At this time the mixture was cooled to room temperature and the reaction quenched by the addition of pH2 buffer. The mixture w... Starting materials: C(C1=CC=CC=C1)OC=1C(=NN(C1C(=O)OC)C1=C(C=CC=C1)[N+](=O)[O-])C(=O)OC (dimethyl 4-benzyloxy-1-(2-nitrophenyl)-1H-pyrazole-3,5-dicarboxylate). Reagents/catalysts: [Pd] (palladium on carbon). Solvent: CO (MeOH). The product is OC=1C(=NN2C1C(NC1=CC=CC=C21)=O)C(=O)OC (Methyl 3-hydroxy-4-oxo-4,5-dihydropyrazolo[1,5-a]quinoxaline-2-carboxylate). RXN SMILES: C([O:8][C:9]1[C:10]([C:27]([O:29][CH3:30])=[O:28])=[N:11][N:12]([C:18]2[CH:23]=[CH:22][CH:21]=[CH:20][C:19]=2[N+:24]([O-])=O)[C:13]=1[C:14](OC)=[O:15])C1C=CC=CC=1>CO.[Pd]>[OH:8][C:9]1[C:10]([C:27]([O:29][CH3:30])=[O:28])=[N:11][N:12]2[C:18]3[C:19](=[CH:20][CH:21]=[CH:22][CH:23]=3)[NH:24][C:14](=[O:15])[C:13]=12. Procedure: To a solution of dimethyl 4-benzyloxy-1-(2-nitrophenyl)-1H-pyrazole-3,5-dicarboxylate (2.0 g, 4.85 mmol) in MeOH (100 mL) was added palladium on carbon (200 mg). The mixture was then stirred and purged with hydrogen gas. The mixture was stirred at ambient temperature under 1 atmosphere of hydrogen gas for 72 hours. The mixture was filtered through celite and the filter cake was washed with MeOH. The filtrate solvent was removed under reduced pressure. Trituration of the residue in a small volume...